From a dataset of the Open Reaction Database (ORD), a public repository of structured organic reaction records. describe an organic reaction: reactants, conditions, products, and yield The product is Cc1cc(-c2ccc3[nH]ccc3c2)ccc1-n1c(CC2CCN(C(=O)C3CC3)C2)n[nH]c1=O. Reaction SMILES: [Br:1][c:2]1[cH:3][c:4]([CH3:25])[c:5](-[n:8]2[c:9](=[O:24])[nH:10][n:11][c:12]2[CH2:13][CH:14]2[CH2:15][N:16]([C:19](=[O:20])[CH:21]3[CH2:22][CH2:23]3)[CH2:17][CH2:18]2)[cH:6][cH:7]1.[CH2:50]1[O:51][CH2:52][CH2:53][O:54][CH2:55]1.[CH3:26][C:27]1([CH3:28])[C:29]([CH3:30])([CH3:31])[O:32][B:33]([c:34]2[cH:35][c:36]3[cH:37][cH:38][nH:39][c:40]3[cH:41][cH:42]2)[O:43]1.[K+:44].[K+:45].[O-:46][C:47]([O-:48])=[O:49].[OH2:56]>>[c:2]1(-[c:34]2[cH:35][c:36]3[cH:37][cH:38][nH:39][c:40]3[cH:41][cH:42]2)[cH:3][c:4]([CH3:25])[c:5](-[n:8]2[c:9](=[O:24])[nH:10][n:11][c:12]2[CH2:13][CH:14]2[CH2:15][N:16]([C:19](=[O:20])[CH:21]3[CH2:22][CH2:23]3)[CH2:17][CH2:18]2)[cH:6][cH:7]1. Starting materials: Cc1cc(Br)ccc1-n1c(CC2CCN(C(=O)C3CC3)C2)n[nH]c1=O, C1COCCO1, CC1(C)OB(c2ccc3[nH]ccc3c2)OC1(C)C, [K+], [K+], O=C([O-])[O-], O.